This data is from the Open Reaction Database (ORD), a public repository of structured organic reaction records. The task is: describe an organic reaction: reactants, conditions, products, and yield The reactants are C1=NNC=2CCCC3=C(C12)N=CC=C3 (3,4,5,6-tetrahydro-2,3,10-triaza-benzo[e]azulene), C1CC(=O)N(C1=O)Br (NBS), C(C)(=O)[O-].[Na+] (sodium acetate). Solvent: ClC(C)Cl (dichloroethane), C(Cl)Cl (CH2Cl2). Reaction conditions: temperature 60 celsius, time 6 hour. Yields the product BrC1=NNC=2CCCC3=C(C12)N=CC=C3 (1-bromo-3,4,5,6-tetrahydro-2,3,10-triaza-benzo[e]azulene). RXN SMILES: [CH:1]1[C:10]2[C:9]3[N:11]=[CH:12][CH:13]=[CH:14][C:8]=3[CH2:7][CH2:6][CH2:5][C:4]=2[NH:3][N:2]=1.C1C(=O)N([Br:22])C(=O)C1.C([O-])(=O)C.[Na+]>ClC(Cl)C.C(Cl)Cl>[Br:22][C:1]1[C:10]2[C:9]3[N:11]=[CH:12][CH:13]=[CH:14][C:8]=3[CH2:7][CH2:6][CH2:5][C:4]=2[NH:3][N:2]=1 |f:2.3|. Reported procedure: 1,3-cycloheptanedione (4.0 g) in 10 mL of dimethylformamide demethyl acetal is stirred at 90° C. for 90 minutes. The excess DMF/DMA is evaporated under vacuum; ether is added to the residue. The mixture is stirred at reflux and cooled. The solid is filtered to give 4.0 g of 2-dimethylaminomethylene-cycloheptane-1,3-dione as a brownish solid. 1H NMR (CDCl3): 1.80-1.90(m, 4H), 2.60(m, 4H), 2.80(s. 3H), 3.30 (s, 3H), 7.70 (s, s, 1H). LR-MS: MW 181.23, Found: 182.1 (M+1). Step 2: A solution of hydra... Starting materials: CC(=O)O[BH-](OC(C)=O)OC(C)=O, O=C([O-])O, ClCCl, CC(=O)O, COc1ccc2ncc(=O)n(CCN3CCC(N)CC3)c2c1, [Na+], [Na+], O=Cc1ccc2c(n1)NC(=O)CO2. Yields the product COc1ccc2ncc(=O)n(CCN3CCC(NCc4ccc5c(n4)NC(=O)CO5)CC3)c2c1. Reaction SMILES: [C:36]([O:37][BH-:38]([O:39][C:40](=[O:41])[CH3:42])[O:43][C:44](=[O:45])[CH3:46])(=[O:47])[CH3:48].[C:50](=[O:51])([O-:52])[OH:53].[CH2:59]([Cl:60])[Cl:61].[CH3:55][C:56](=[O:57])[OH:58].[NH2:1][CH:2]1[CH2:3][CH2:4][N:5]([CH2:8][CH2:9][n:10]2[c:11](=[O:22])[cH:12][n:13][c:14]3[cH:15][cH:16][c:17]([O:20][CH3:21])[cH:18][c:19]23)[CH2:6][CH2:7]1.[Na+:49].[Na+:54].[O:23]=[C:24]1[NH:25][c:26]2[c:27]([cH:30][cH:31][c:32]([CH:34]=[O:35])[n:33]2)[O:28][CH2:29]1>>[NH:1]([CH:2]1[CH2:3][CH2:4][N:5]([CH2:8][CH2:9][n:10]2[c:11](=[O:22])[cH:12][n:13][c:14]3[cH:15][cH:16][c:17]([O:20][CH3:21])[cH:18][c:19]23)[CH2:6][CH2:7]1)[CH2:34][c:32]1[cH:31][cH:30][c:27]2[c:26]([n:33]1)[NH:25][C:24](=[O:23])[CH2:29][O:28]2. Reactants: O=CCCC1=CC=C(C(=O)OC(C)(C)C)C=C1 (tert-butyl 4-(3-oxopropyl)benzoate), O1CCCC1 (tetrahydrofuran), CC(C)([O-])C.[K+] (potassium tert-butoxide), [Cl-].COC[P+](C1=CC=CC=C1)(C1=CC=CC=C1)C1=CC=CC=C1 ((methoxymethyl)triphenylphosphonium chloride). The solvent is CCOCC (ether), C1(=CC=CC=C1)C (toluene), C1(=CC=CC=C1)C (toluene). Conditions: time 10 minute. Product: COC=CCCC1=CC=C(C(=O)OC(C)(C)C)C=C1 (tert-butyl 4-(4-methoxy-3-butenyl)benzoate). Isolated yield 73.3%. Reaction SMILES: [O:1]1[CH2:5]CC[CH2:2]1.CC(C)([O-])C.[K+].[Cl-].COC[P+](C1C=CC=CC=1)(C1C=CC=CC=1)C1C=CC=CC=1.O=[CH:36][CH2:37][CH2:38][C:39]1[CH:51]=[CH:50][C:42]([C:43]([O:45][C:46]([CH3:49])([CH3:48])[CH3:47])=[O:44])=[CH:41][CH:40]=1>CCOCC.C1(C)C=CC=CC=1>[CH3:2][O:1][CH:5]=[CH:36][CH2:37][CH2:38][C:39]1[CH:51]=[CH:50][C:42]([C:43]([O:45][C:46]([CH3:49])([CH3:48])[CH3:47])=[O:44])=[CH:41][CH:40]=1 |f:1.2,3.4|. Procedure: A 1.0 mole tetrahydrofuran solution (11.0 ml) of potassium tert-butoxide was added to a toluene solution (12 ml) of (methoxymethyl)triphenylphosphonium chloride (3.77 g) at 0° C., and after stirring for 10 minutes, a toluene solution (10 ml) of tert-butyl 4-(3-oxopropyl)benzoate (2.34 g) was added dropwise to the mixture at the same temperature, followed by stirring at 0° C. for 20 minutes. The reaction solution was admixed with ether (40 ml), and the organic layer was separated, then washed suc... Reactants: NCCN1CCN(C(c2ccccc2)c2ccc(Cl)cc2)CC1, O=Cc1cc(-c2ccco2)n(-c2ccccc2)n1. Yields the product Clc1ccc(C(c2ccccc2)N2CCN(CCNCc3cc(-c4ccco4)n(-c4ccccc4)n3)CC2)cc1. Reaction SMILES: [Cl:1][c:2]1[cH:3][cH:4][c:5]([CH:6]([c:7]2[cH:8][cH:9][cH:10][cH:11][cH:12]2)[N:13]2[CH2:14][CH2:15][N:16]([CH2:19][CH2:20][NH2:21])[CH2:17][CH2:18]2)[cH:22][cH:23]1.[c:24]1(-[n:30]2[n:31][c:32]([CH:40]=[O:41])[cH:33][c:34]2-[c:35]2[o:36][cH:37][cH:38][cH:39]2)[cH:25][cH:26][cH:27][cH:28][cH:29]1>>[Cl:1][c:2]1[cH:3][cH:4][c:5]([CH:6]([c:7]2[cH:8][cH:9][cH:10][cH:11][cH:12]2)[N:13]2[CH2:14][CH2:15][N:16]([CH2:19][CH2:20][NH:21][CH2:40][c:32]3[n:31][n:30](-[c:24]4[cH:25][cH:26][cH:27][cH:28][cH:29]4)[c:34](-[c:35]4[o:36][cH:37][cH:38][cH:39]4)[cH:33]3)[CH2:17][CH2:18]2)[cH:22][cH:23]1. Starting materials: NC1=NC(=NN1)N1CCOCC1 (5-amino-3-morpholino-1H-1,2,4-triazole), Cl.C(C1=CC=CC=C1)N1CC(C(CC1)=O)C(=O)OC (1-benzyl-3-carbomethoxy-4-piperidone-hydrochloride), [OH-].[NH4+] (ammonium hydroxide). The solvent is C(C)(=O)O (acetic acid). Reaction conditions: time 6 hour. Yields the product C(C1=CC=CC=C1)N1CC2=C(N=C3N(C2)NC(=N3)N3CCOCC3)C(C1)=O (7-benzyl-2-morpholino-6,7,8,9-tetrahydro-pyrido[4,3-d]-1,2,4-triazolo[1,5-a]pyrimidine-5(10H)-one). Yield: 72.0%. As a reaction SMILES: [NH2:1][C:2]1[NH:6][N:5]=[C:4]([N:7]2[CH2:12][CH2:11][O:10][CH2:9][CH2:8]2)[N:3]=1.Cl.[CH2:14]([N:21]1[CH2:26][CH2:25][C:24](=O)[CH:23]([C:28](OC)=O)[CH2:22]1)[C:15]1[CH:20]=[CH:19][CH:18]=[CH:17][CH:16]=1.[OH-:32].[NH4+]>C(O)(=O)C>[CH2:14]([N:21]1[CH2:26][C:25](=[O:32])[C:24]2[N:1]=[C:2]3[N:3]=[C:4]([N:7]4[CH2:8][CH2:9][O:10][CH2:11][CH2:12]4)[NH:5][N:6]3[CH2:28][C:23]=2[CH2:22]1)[C:15]1[CH:20]=[CH:19][CH:18]=[CH:17][CH:16]=1 |f:1.2,3.4|. Procedure details: A mixture of 50.76 g (0.3 mole) of 5-amino-3-morpholino-1H-1,2,4-triazole, 85.13 g (0.3 mole) of 1-benzyl-3-carbomethoxy-4-piperidone-hydrochloride and 175 ml of acetic acid is heated to boiling for 6 hours. After cooling 400 ml of concentrated ammonium hydroxide solution are added to the reaction mixture, which is then allowed to stand at room temperature for 16 hours. The precipitated crystals are filtered and washed with 200 ml of water. The product is heated to boiling in 500 ml of methanol ... Reactants: C1(=CC=CC=C1)C1=CC(=CS1)C(=O)O (5-phenyl-thiophene-3-carboxylic acid), C(CCl)Cl (EDC), O (Water), CC1NCCCC1 (2-methyl piperidine). Run in C(Cl)Cl (DCM). Reaction conditions: time 5 minute. The product is CC1N(CCCC1)C(=O)C1=CSC(=C1)C1=CC=CC=C1 ((2-Methyl-piperidin-1-yl)-(5-phenyl-thiophen-3-yl)-methanone). Reaction SMILES: [C:1]1([C:7]2[S:11][CH:10]=[C:9]([C:12]([OH:14])=O)[CH:8]=2)[CH:6]=[CH:5][CH:4]=[CH:3][CH:2]=1.C(Cl)CCl.[CH3:19][CH:20]1[CH2:25][CH2:24][CH2:23][CH2:22][NH:21]1.O>C(Cl)Cl>[CH3:19][CH:20]1[CH2:25][CH2:24][CH2:23][CH2:22][N:21]1[C:12]([C:9]1[CH:8]=[C:7]([C:1]2[CH:2]=[CH:3][CH:4]=[CH:5][CH:6]=2)[S:11][CH:10]=1)=[O:14]. Reported procedure: To a solution of 5-phenyl-thiophene-3-carboxylic acid (1 eq.) in DCM (1 mL/100 mg SM) was added EDC (1.5 eq.). This mixture was stirred at room temperature for 5 minutes and then 2-methyl piperidine (1.2 eq.) was added and the mixture stirred for 18 hours. Water (1 mL/100 mg SM) was then added and the organic layer separated, dried and evaporated to give the crude product which was purified by column chromatography (EtOAc/iso-hexane). LCMS m/z 286 [M+H]+ R.T.=3.85 min (Analytical Method 3). The reactants are CCCCCCCCCCCCCCCCN(CCCCCCCCCCCCCCCC)Cc1cccc(C=O)c1, CS(C)=O, C[S+](C)C, [H-], [I-], [Na+], C1CCOC1, O. Product: CCCCCCCCCCCCCCCCN(CCCCCCCCCCCCCCCC)Cc1cccc(C2CO2)c1. As a reaction SMILES: [CH2:12]([CH2:13][CH2:14][CH2:15][CH2:16][CH2:17][CH2:18][CH2:19][CH2:20][CH2:21][CH2:22][CH2:23][CH2:24][CH2:25][CH2:26][CH3:27])[N:28]([CH2:29][CH2:30][CH2:31][CH2:32][CH2:33][CH2:34][CH2:35][CH2:36][CH2:37][CH2:38][CH2:39][CH2:40][CH2:41][CH2:42][CH2:43][CH3:44])[CH2:45][c:46]1[cH:47][c:48]([CH:49]=[O:50])[cH:51][cH:52][cH:53]1.[CH3:3][S:4]([CH3:5])=[O:6].[CH3:8][S+:9]([CH3:10])[CH3:11].[H-:1].[I-:7].[Na+:2].[O:54]1[CH2:55][CH2:56][CH2:57][CH2:58]1.[OH2:59]>>[CH2:8]1[CH:49]([c:48]2[cH:47][c:46]([CH2:45][N:28]([CH2:12][CH2:13][CH2:14][CH2:15][CH2:16][CH2:17][CH2:18][CH2:19][CH2:20][CH2:21][CH2:22][CH2:23][CH2:24][CH2:25][CH2:26][CH3:27])[CH2:29][CH2:30][CH2:31][CH2:32][CH2:33][CH2:34][CH2:35][CH2:36][CH2:37][CH2:38][CH2:39][CH2:40][CH2:41][CH2:42][CH2:43][CH3:44])[cH:53][cH:52][cH:51]2)[O:50]1.